This data is from the Open Reaction Database (ORD), a public repository of structured organic reaction records. The task is: describe an organic reaction: reactants, conditions, products, and yield Starting materials: C1CCOC1, CC(C)[N-]C(C)C, COC1(OC)CCC(C(=O)OC(C)(C)C)C1, CC=O, [Li+], O=C(O)CC(O)(CC(=O)O)C(=O)O. Product: COC1(OC)CCC(C(=O)OC(C)(C)C)(C(C)O)C1. RXN SMILES: [CH2:41]1[O:42][CH2:43][CH2:44][CH2:45]1.[CH3:2][CH:3]([N-:4][CH:5]([CH3:6])[CH3:7])[CH3:8].[CH3:9][O:10][C:11]1([O:23][CH3:24])[CH2:12][CH:13]([C:16](=[O:17])[O:18][C:19]([CH3:20])([CH3:21])[CH3:22])[CH2:14][CH2:15]1.[CH:25]([CH3:26])=[O:27].[Li+:1].[OH:28][C:29]([CH2:30][C:31]([C:32](=[O:33])[OH:34])([CH2:35][C:36](=[O:37])[OH:38])[OH:39])=[O:40]>>[CH3:9][O:10][C:11]1([O:23][CH3:24])[CH2:12][C:13]([C:16](=[O:17])[O:18][C:19]([CH3:20])([CH3:21])[CH3:22])([CH:25]([CH3:26])[OH:27])[CH2:14][CH2:15]1. As a reaction SMILES: [CH2:22]([N:23]([CH:24]([CH3:25])[CH3:26])[CH:27]([CH3:28])[CH3:29])[CH3:30].[CH2:41]1[O:42][CH2:43][CH2:44][O:45][CH2:46]1.[CH3:47][CH2:48][O:49][C:50]([CH3:51])=[O:52].[Cl:1][c:2]1[cH:3][c:4]2[c:9]([c:10]([F:12])[cH:11]1)[C:8]([CH3:13])([CH3:14])[C:7](=[O:15])[C:6]([C:16](=[O:17])[O:18][CH2:19][CH3:20])=[C:5]2[OH:21].[ClH:31].[NH2:32][CH2:33][C:34](=[O:35])[O:36][C:37]([CH3:38])([CH3:39])[CH3:40]>>[Cl:1][c:2]1[cH:3][c:4]2[c:9]([c:10]([F:12])[cH:11]1)[C:8]([CH3:13])([CH3:14])[C:7](=[O:15])[C:6]([C:16](=[O:17])[NH:32][CH2:33][C:34](=[O:35])[O:36][C:37]([CH3:38])([CH3:39])[CH3:40])=[C:5]2[OH:21]. Reactants: CCN(C(C)C)C(C)C, C1COCCO1, CCOC(C)=O, CCOC(=O)C1=C(O)c2cc(Cl)cc(F)c2C(C)(C)C1=O, Cl, CC(C)(C)OC(=O)CN. Product: CC(C)(C)OC(=O)CNC(=O)C1=C(O)c2cc(Cl)cc(F)c2C(C)(C)C1=O. Starting materials: CN1N=CC=C1C=1C=C(C=CC1OCCN1CCCCC1)NC(C)=O (N-[3-(2-methyl-2H-pyrazol-3-yl)-4-(2-piperidin-1-yl-ethoxy)-phenyl]-acetamide), [OH-].[Na+] (sodium hydroxide). Run in C(C)O (ethanol). Reaction conditions: temperature 80 celsius, time 8 hour. Yields the product CN1N=CC=C1C=1C=C(C=CC1OCCN1CCCCC1)N (3-(2-methyl-2H-pyrazol-3-yl)-4-(2-piperidin-1-yl-ethoxy)-phenylamine). Yield: 97.1%. Reaction SMILES: [CH3:1][N:2]1[C:6]([C:7]2[CH:8]=[C:9]([NH:22]C(=O)C)[CH:10]=[CH:11][C:12]=2[O:13][CH2:14][CH2:15][N:16]2[CH2:21][CH2:20][CH2:19][CH2:18][CH2:17]2)=[CH:5][CH:4]=[N:3]1.[OH-].[Na+]>C(O)C>[CH3:1][N:2]1[C:6]([C:7]2[CH:8]=[C:9]([NH2:22])[CH:10]=[CH:11][C:12]=2[O:13][CH2:14][CH2:15][N:16]2[CH2:21][CH2:20][CH2:19][CH2:18][CH2:17]2)=[CH:5][CH:4]=[N:3]1 |f:1.2|. Procedure details: N-[3-(2-methyl-2H-pyrazol-3-yl)-4-(2-piperidin-1-yl-ethoxy)-phenyl]-acetamide (1.0 g, 2.92 mmol) was dissolved in ethanol (15 mL) then aqueous sodium hydroxide (2.5 mL, 50% w/w) was added and the reaction mixture stirred at 80° C. overnight then concentrated. Water and brine were added then extracted with EtOAc three times. The organic layers were combined, dried over anhydrous Na2SO4 then solvent removed under reduced pressure to afford 3-(2-methyl-2H-pyrazol-3-yl)-4-(2-piperidin-1-yl-ethoxy)-p...